This data is from the Open Reaction Database (ORD), a public repository of structured organic reaction records. The task is: describe an organic reaction: reactants, conditions, products, and yield Starting materials: 5-L, Cl.Cl.ClC1=C(C(=CC(=C1)N)Cl)N=C1NCCN1 (2-[(2,6-dichloro-4-aminophenyl)imino]imidazolidine dihydrochloride), [OH-].[Na+] (sodium hydroxide). Solvent: O (water). Reaction conditions: temperature 5 celsius. Yields the product Cl.ClC1=C(C(=CC(=C1)N)Cl)N=C1NCCN1 (2-[(2,6-dichloro-4-aminophenyl)imino]imidazolidine hydrochloride). Isolated yield 173.8%. RXN SMILES: Cl.Cl.[Cl:3][C:4]1[CH:9]=[C:8]([NH2:10])[CH:7]=[C:6]([Cl:11])[C:5]=1[N:12]=[C:13]1[NH:17][CH2:16][CH2:15][NH:14]1.[OH-].[Na+]>O>[ClH:3].[Cl:3][C:4]1[CH:9]=[C:8]([NH2:10])[CH:7]=[C:6]([Cl:11])[C:5]=1[N:12]=[C:13]1[NH:14][CH2:15][CH2:16][NH:17]1 |f:0.1.2,3.4,6.7|. Procedure: A 5-L, 3-neck, round bottom flask equipped with a mechanical stirrer and a thermometer was charged with (4) (150 g, 0.47 mol) and water (5 L). The pH of the suspension was adjusted to 6.5 by adding 5M aqueous sodium hydroxide dropwise, and the resulting suspension was cooled to 5° C. for 2 hours. The off-white solid was collected by filtration, washed with water (2 L) and t-butyl methyl ether (1 L), and dried for 24 hours at 60° C. and 20 mm Hg to provide 115 g (87%) of (5).